This data is from the Open Reaction Database (ORD), a public repository of structured organic reaction records. The task is: describe an organic reaction: reactants, conditions, products, and yield The reactants are O=C([O-])[O-], CI, CN(C)C=O, CCOC(C)=O, [K+], [K+], CC1=CC(C)(C)Nc2ccc(-c3ccccc3O)c(C(=O)N3CCCC3)c21. Yields the product COc1ccccc1-c1ccc2c(c1C(=O)N1CCCC1)C(C)=CC(C)(C)N2. Reaction SMILES: [C:30](=[O:31])([O-:32])[O-:33].[CH3:28][I:29].[CH3:36][N:37]([CH3:38])[CH:39]=[O:40].[CH3:41][CH2:42][O:43][C:44](=[O:45])[CH3:46].[K+:34].[K+:35].[OH:1][c:2]1[c:3](-[c:8]2[c:9]([C:21](=[O:22])[N:23]3[CH2:24][CH2:25][CH2:26][CH2:27]3)[c:10]3[c:15]([cH:16][cH:17]2)[NH:14][C:13]([CH3:18])([CH3:19])[CH:12]=[C:11]3[CH3:20])[cH:4][cH:5][cH:6][cH:7]1>>[O:1]([c:2]1[c:3](-[c:8]2[c:9]([C:21](=[O:22])[N:23]3[CH2:24][CH2:25][CH2:26][CH2:27]3)[c:10]3[c:15]([cH:16][cH:17]2)[NH:14][C:13]([CH3:18])([CH3:19])[CH:12]=[C:11]3[CH3:20])[cH:4][cH:5][cH:6][cH:7]1)[CH3:30]. Reactants: C=C(C=O)CCCCCCNC(=O)OCc1ccccc1, [C-]#[N+]CC(=O)OCC, Cc1ccccc1. Yields the product C=C(CCCCCCNC(=O)OCc1ccccc1)C1OC=NC1C(=O)OCC. As a reaction SMILES: [CH2:1]([c:2]1[cH:3][cH:4][cH:5][cH:6][cH:7]1)[O:8][C:9](=[O:10])[NH:11][CH2:12][CH2:13][CH2:14][CH2:15][CH2:16][CH2:17][C:18]([CH:19]=[O:20])=[CH2:21].[CH2:22]([CH3:23])[O:24][C:25]([CH2:26][N+:27]#[C-:28])=[O:29].[CH3:30][c:31]1[cH:32][cH:33][cH:34][cH:35][cH:36]1>>[CH2:1]([c:2]1[cH:3][cH:4][cH:5][cH:6][cH:7]1)[O:8][C:9](=[O:10])[NH:11][CH2:12][CH2:13][CH2:14][CH2:15][CH2:16][CH2:17][C:18]([CH:19]1[O:20][CH:28]=[N:27][CH:26]1[C:25]([O:24][CH2:22][CH3:23])=[O:29])=[CH2:21]. Starting materials: [Cl-].[NH4+] (ammonium chloride), [H-].[Na+] (sodium hydride), [I-].C[S+](=O)(C)C (trimethylsulfoxonium iodide), C1(=CC=CC=C1)CN1CC(=CC1)C1=NC=C(C=C1)C(F)(F)F (2-[1-(phenylmethyl)-2,5-dihydro-1H-pyrrol-3-yl]-5-(trifluoromethyl)pyridine). Run in CS(=O)C (DMSO). Run at time 0.5 hour. Yields the product C1(=CC=CC=C1)CN1CC2(CC2C1)C1=NC=C(C=C1)C(F)(F)F (3-(Phenylmethyl)-1-[5-(trifluoromethyl)-2-pyridinyl]-3-azabicyclo[3.1.0]hexane). Isolated yield 89.8%. As a reaction SMILES: [H-].[Na+].[I-].[CH3:4][S+](C)(C)=O.[C:9]1([CH2:15][N:16]2[CH2:20][CH:19]=[C:18]([C:21]3[CH:26]=[CH:25][C:24]([C:27]([F:30])([F:29])[F:28])=[CH:23][N:22]=3)[CH2:17]2)[CH:14]=[CH:13][CH:12]=[CH:11][CH:10]=1.[Cl-].[NH4+]>CS(C)=O>[C:9]1([CH2:15][N:16]2[CH2:20][CH:19]3[C:18]([C:21]4[CH:26]=[CH:25][C:24]([C:27]([F:29])([F:30])[F:28])=[CH:23][N:22]=4)([CH2:4]3)[CH2:17]2)[CH:14]=[CH:13][CH:12]=[CH:11][CH:10]=1 |f:0.1,2.3,5.6|. Procedure: To a slurry of sodium hydride (83 mg) and trimethylsulfoxonium iodide (0.46 g) DMSO (anhydrous, 3 mL) was added dropwise (gas evolution). The resulting mixture was allowed to stir at room temperature for 0.5 h. A solution of 2-[1-(phenylmethyl)-2,5-dihydro-1H-pyrrol-3-yl]-5-(trifluoromethyl)pyridine (330 mg) in DMSO (anhydrous, 6 mL) was added at room temperature. After 1 h a saturated solution of ammonium chloride (4 mL) was added and the mixture extracted with dichloromethane (2×10 mL). Volati... Starting materials: Cn1nc(Cl)cc(Br)c1=O, O=C([O-])[O-], CN1CCCC1c1ccc(N)nc1, [Cs+], [Cs+], O=C(C=Cc1ccccc1)C=Cc1ccccc1, C1COCCO1, O=C(C=Cc1ccccc1)C=Cc1ccccc1, O=C(C=Cc1ccccc1)C=Cc1ccccc1, [Pd], [Pd], CC1(C)c2cccc(P(c3ccccc3)c3ccccc3)c2Oc2c(P(c3ccccc3)c3ccccc3)cccc21. Yields the product CN1CCCC1c1ccc(Nc2cc(Cl)nn(C)c2=O)nc1. As a reaction SMILES: [Br:14][c:15]1[c:16](=[O:23])[n:17]([CH3:22])[n:18][c:19]([Cl:21])[cH:20]1.[C:24](=[O:25])([O-:26])[O-:27].[CH3:1][N:2]1[CH:3]([c:7]2[cH:8][cH:9][c:10]([NH2:13])[n:11][cH:12]2)[CH2:4][CH2:5][CH2:6]1.[Cs+:28].[Cs+:29].[O:110]=[C:111]([CH:112]=[CH:113][c:114]1[cH:115][cH:116][cH:117][cH:118][cH:119]1)[CH:120]=[CH:121][c:122]1[cH:123][cH:124][cH:125][cH:126][cH:127]1.[O:128]1[CH2:129][CH2:130][O:131][CH2:132][CH2:133]1.[O:74]=[C:75]([CH:76]=[CH:77][c:78]1[cH:79][cH:80][cH:81][cH:82][cH:83]1)[CH:84]=[CH:85][c:86]1[cH:87][cH:88][cH:89][cH:90][cH:91]1.[O:92]=[C:93]([CH:94]=[CH:95][c:96]1[cH:97][cH:98][cH:99][cH:100][cH:101]1)[CH:102]=[CH:103][c:104]1[cH:105][cH:106][cH:107][cH:108][cH:109]1.[Pd:72].[Pd:73].[c:30]1([P:31]([c:32]2[cH:33][cH:34][cH:35][cH:36][cH:37]2)[c:38]2[c:39]3[c:63]([cH:64][cH:65][cH:66]2)[C:60]([CH3:61])([CH3:62])[c:42]2[c:41]([c:46]([P:47]([c:48]4[cH:49][cH:50][cH:51][cH:52][cH:53]4)[c:54]4[cH:55][cH:56][cH:57][cH:58][cH:59]4)[cH:45][cH:44][cH:43]2)[O:40]3)[cH:67][cH:68][cH:69][cH:70][cH:71]1>>[CH3:1][N:2]1[CH:3]([c:7]2[cH:8][cH:9][c:10]([NH:13][c:15]3[c:16](=[O:23])[n:17]([CH3:22])[n:18][c:19]([Cl:21])[cH:20]3)[n:11][cH:12]2)[CH2:4][CH2:5][CH2:6]1. The reactants are C1(=CC=C(C=C1)C(=O)N1CC2=C(CC1)OC=C2)\C=C/C2=CC=CC=C2 ((Z)-5-(4-stilbenecarbonyl)-4,5,6,7-tetrahydrofuro[3,2-c]pyridine), CNC (dimethylamine), C=O (formaldehyde). Solvent: C(C)(=O)O (acetic acid). Run at temperature 100 celsius, time 60 minute. Yields the product CN(C)CC1=CC=2CN(CCC2O1)C(=O)C1=CC=C(C=C1)\C=C/C1=CC=CC=C1 ((Z)-N,N-dimethyl-[5-(4-stilbenecarbonyl)-4,5,6,7-tetrahydrofuro[3,2-c]pyridin-2-ylmethyl]amine). RXN SMILES: [C:1]1(/[CH:18]=[CH:19]\[C:20]2[CH:25]=[CH:24][CH:23]=[CH:22][CH:21]=2)[CH:6]=[CH:5][C:4]([C:7]([N:9]2[CH2:14][CH2:13][C:12]3[O:15][CH:16]=[CH:17][C:11]=3[CH2:10]2)=[O:8])=[CH:3][CH:2]=1.[CH3:26][NH:27][CH3:28].[CH2:29]=O>C(O)(=O)C>[CH3:26][N:27]([CH2:29][C:16]1[O:15][C:12]2[CH2:13][CH2:14][N:9]([C:7]([C:4]3[CH:3]=[CH:2][C:1](/[CH:18]=[CH:19]\[C:20]4[CH:25]=[CH:24][CH:23]=[CH:22][CH:21]=4)=[CH:6][CH:5]=3)=[O:8])[CH2:10][C:11]=2[CH:17]=1)[CH3:28]. Procedure: To a solution of 0.295 g (0.895 mmol) of (Z)-5-(4-stilbenecarbonyl)-4,5,6,7-tetrahydrofuro[3,2-c]pyridine in 20 ml of acetic acid, 0.12 ml (1.3 mmol) of 50% aqueous dimethylamine and 0.11 ml (1.3 mmol) of 37% aqueous formaldehyde were added, followed by stirring at 100° C. for 60 minutes. After the solvent was distilled off under reduced pressure, the residual solution was alkalified with 5% aqueous sodium hydrogen carbonate, and extracted with dichloromethane 2 times. The combined organic layer... The reactants are ClC=1C(=CC=2N(N1)C(=NN2)C2=CC=CC=C2)N2CCCC2 (6-chloro-3-phenyl-7-(pyrrolidin-1-yl)-1,2,4-triazolo[4,3-b]pyridazine), OCC=1N(N=CN1)C (3-hydroxymethyl-2-methyl-1,2,4-triazole), [H-].[Na+] (sodium hydride). The solvent is O (water), CN(C)C=O (DMF). Conditions: time 2 hour. Product: CN1N=CN=C1COC=1C(=CC=2N(N1)C(=NN2)C2=CC=CC=C2)N2CCCC2 (6-(2-Methyl-2 H-1,2,4-triazol-3-ylmethoxy)-3-phenyl-7-(pyrrolidin-1-vl)-1,2,4-triazolo[4,3-b]pyridazine). Yield: 55.0%. RXN SMILES: Cl[C:2]1[C:3]([N:17]2[CH2:21][CH2:20][CH2:19][CH2:18]2)=[CH:4][C:5]2[N:6]([C:8]([C:11]3[CH:16]=[CH:15][CH:14]=[CH:13][CH:12]=3)=[N:9][N:10]=2)[N:7]=1.[OH:22][CH2:23][C:24]1[N:25]([CH3:29])[N:26]=[CH:27][N:28]=1.[H-].[Na+]>CN(C=O)C.O>[CH3:29][N:25]1[C:24]([CH2:23][O:22][C:2]2[C:3]([N:17]3[CH2:21][CH2:20][CH2:19][CH2:18]3)=[CH:4][C:5]3[N:6]([C:8]([C:11]4[CH:16]=[CH:15][CH:14]=[CH:13][CH:12]=4)=[N:9][N:10]=3)[N:7]=2)=[N:28][CH:27]=[N:26]1 |f:2.3|. Procedure: To a solution of 6-chloro-3-phenyl-7-(pyrrolidin-1-yl)-1,2,4-triazolo[4,3-b]pyridazine (100 mg, 0.33 mmol) and 3-hydroxymethyl-2-methyl-1,2,4-triazole in dry DMF (5 ml) was added sodium hydride (60% dispersion in oil, 20 mg, 0.36 mmol). The mixture was stirred at room temperature for 2 hours. The reaction mixture was diluted with water (50 ml) and extracted with dichloromethane (3×25 ml). The combined extracts were washed with brine, dried over magnesium sulphate, filtered and evaporated. The so... Starting materials: Fc1cnc(Cl)nc1, [Na+], [Na+], O=C([O-])[O-], O, OCC1CCC2CNCCN2C1. Product: OCC1CCC2CN(c3ncc(F)cn3)CCN2C1. Reaction SMILES: [Cl:13][c:14]1[n:15][cH:16][c:17]([F:20])[cH:18][n:19]1.[Na+:21].[Na+:22].[O-:23][C:24](=[O:25])[O-:26].[OH2:27].[OH:1][CH2:2][CH:3]1[CH2:4][CH2:5][CH:6]2[N:7]([CH2:8][CH2:9][NH:10][CH2:11]2)[CH2:12]1>>[OH:1][CH2:2][CH:3]1[CH2:4][CH2:5][CH:6]2[N:7]([CH2:8][CH2:9][N:10]([c:14]3[n:15][cH:16][c:17]([F:20])[cH:18][n:19]3)[CH2:11]2)[CH2:12]1. Starting materials: C(=O)O (formic acid), C(C)(=O)OC(C)=O (acetic anhydride), OCCNC=1C=NC=CC1 (3-(2-hydroxyethyl)aminopyridine), anhydride. The solvent is O1CCCC1 (tetrahydrofuran). Conditions: time 30 minute. Yields the product C(=O)OCCN(C=O)C=1C=NC=CC1 (3-[N-(2-formyloxyethyl)formamido]-pyridine). Yield: 91.6%. RXN SMILES: [CH:1]([OH:3])=[O:2].C(O[C:8](=[O:10])C)(=O)C.O[CH2:12][CH2:13][NH:14][C:15]1[CH:16]=[N:17][CH:18]=[CH:19][CH:20]=1>O1CCCC1>[CH:1]([O:3][CH2:12][CH2:13][N:14]([C:15]1[CH:16]=[N:17][CH:18]=[CH:19][CH:20]=1)[CH:8]=[O:10])=[O:2]. Procedure details: A mixture of formic acid (5.02 g) and acetic anhydride (11.14 g) was stirred for 30 minutes at 40° to 45° C. and cooled in an ice bath. To the cold mixed anhydride was added a solution of 3-(2-hydroxyethyl)aminopyridine (5.80 g) in tetrahydrofuran (20 ml) under cooling in an ice bath and stirring, which was continued for two hours at room temperature. The mixture was evaporated to remove tetrahydrofuran and poured into water (100 ml). The mixture was adjusted to pH 6 to 7 with sodium bicarbonate... The reactants are C(C1=CC=CC=C1)=O (benzaldehyde), OCCNN ((2-hydroxyethyl)hydrazine), C(C1=CC=CC=C1)=O (benzaldehyde), OCCNN ((2-hydroxyethyl)hydrazine). Solvent: C(C)O (ethanol). Yields the product OCCNN=CC1=CC=CC=C1 (Benzaldehyde (2-hydroxyethyl)hydrazone). Isolated yield 97.0%. Reaction SMILES: [CH:1](=O)[C:2]1[CH:7]=[CH:6][CH:5]=[CH:4][CH:3]=1.[OH:9][CH2:10][CH2:11][NH:12][NH2:13]>C(O)C>[OH:9][CH2:10][CH2:11][NH:12][N:13]=[CH:1][C:2]1[CH:7]=[CH:6][CH:5]=[CH:4][CH:3]=1. Reported procedure: Benzaldehyde (2-hydroxyethyl)hydrazone is prepared by condensation of benzaldehyde with (2-hydroxyethyl)hydrazine according to the following procedure: 10-2 moles of (2-hydroxyethyl)hydrazine are added to a solution containing 10-2 moles of benzaldehyde in 20 ml of ethanol. The reaction is left under reflux for 30 minutes. The mixture is then cooled. The solvents are removed by evaporation. The product obtained is an extremely unstable oil. The crude reaction yield is 97%.